Dataset: the Open Reaction Database (ORD), a public repository of structured organic reaction records. Task: describe an organic reaction: reactants, conditions, products, and yield The reactants are FC1=CC2=C(C(=NO2)C2CCNCC2)C=C1 (6-fluoro-3-(4-piperidinyl)-1,2-benzisoxazole), C(=O)([O-])[O-].[K+].[K+] (K2CO3), CS(=O)(=O)OCC1COC2=C(O1)C=CC=C2 (2-methanesulfonyloxymethyl-1,4-benzodioxan). The solvent is C(C)#N (acetonitrile). Yields the product CC1COC2=C(O1)C=CC=C2 (methyl-1,4-benzodioxan). RXN SMILES: FC1C=CC2C(C3CCNCC3)=NOC=2C=1.C([O-])([O-])=O.[K+].[K+].CS(O[CH2:28][CH:29]1[O:34][C:33]2[CH:35]=[CH:36][CH:37]=[CH:38][C:32]=2[O:31][CH2:30]1)(=O)=O>C(#N)C>[CH3:28][CH:29]1[O:34][C:33]2[CH:35]=[CH:36][CH:37]=[CH:38][C:32]=2[O:31][CH2:30]1 |f:1.2.3|. Procedure details: A stirred mixture of 6-fluoro-3-(4-piperidinyl)-1,2-benzisoxazole (3.0 g, 3.6 mmol), K2CO3 (2.45 g, 17.7 mmol), 2-methanesulfonyloxymethyl-1,4-benzodioxan (3.35 g, 13.7 mmole) in acetonitrile (100 ml) was heated at reflux for 12 hours. At the end of the reaction, the insolubles were filtered and rinsed with dichloromethane. The organic solution was concentrated. The crude oil was purified by flash chromatography on a silica gel column. The fractions containing the pure product were pooled and co...